This data is from the Open Reaction Database (ORD), a public repository of structured organic reaction records. The task is: describe an organic reaction: reactants, conditions, products, and yield The reactants are alkali metal salt, C(C=CCCCC=C)OC1=CC=C(C=C1)C(C)(C)C1=CC=C(C=C1)OCC=CCCCC=C (2,2-bis(4-(2,7-octadienyloxy)phenyl) propane), octadienyl esters, diene, C(\C=C\C(=O)O)(=O)O (fumaric acid), quaternary ammonium hydroxide, C(CCCO)O (1,4-butanediol), C(CCCCCO)O (1,6-hexanediol), carboxylic acid, carboxylic acid, C(CCCCO)O (1,5-pentanediol), diol. The product is C=CC=C (1,3-butadiene), OC1=CC=C(C=C1)C(C)(C)C1=CC=C(C=C1)O (2,2-bis(4-hydroxyphenyl) propane). Reported procedure: The use of low levels of palladium catalyst in 1,3-butadiene telomerizations is disclosed in British patent No. 2,114,974. This patent teaches that when 1,4-butanediol, 1,5-pentanediol, and 1,6-hexanediol telomerized with butadiene, about a 61% yield of monoether based on butadiene can be realized by using a molar ratio of catalyst/diene equal to about 1/20,600. The patent also discloses that a large stoichiometric excess of diol is also necessary in order to obtain high yields of the desired mo... Reaction SMILES: [CH2:1](O)[CH2:2][CH2:3][CH2:4]O.C(O)CCCCO.C(O)CCCCCO.C(O)(=O)/C=C/C(O)=O.C([O:38][C:39]1[CH:44]=[CH:43][C:42]([C:45]([C:48]2[CH:53]=[CH:52][C:51]([O:54]CC=CCCCC=C)=[CH:50][CH:49]=2)([CH3:47])[CH3:46])=[CH:41][CH:40]=1)C=CCCCC=C>[Pd].C=CC=C.[Ni+2]>[CH2:1]=[CH:2][CH:3]=[CH2:4].[OH:38][C:39]1[CH:40]=[CH:41][C:42]([C:45]([C:48]2[CH:49]=[CH:50][C:51]([OH:54])=[CH:52][CH:53]=2)([CH3:47])[CH3:46])=[CH:43][CH:44]=1. Reagents/catalysts: [Pd] (Pd), [Pd] (palladium), [Ni+2] (nickel(II)), [Pd] (Pd), [Pd] (palladium), [Pd] (palladium). The solvent is C=CC=C (Butadiene), C=CC=C (1,3-butadiene), C=CC=C (butadiene), C=CC=C (Butadiene).